This data is from the Open Reaction Database (ORD), a public repository of structured organic reaction records. The task is: describe an organic reaction: reactants, conditions, products, and yield The reactants are BrC=1C(N(C(NN1)=O)C)=O (6-bromo-4-methyl-2H-[1,2,4]triazine-3,5-dione), N1=CC=CC=C1 (pyridine), C1(=C(C=CC=C1)B(O)O)C (o-tolyl boronic acid). Reagents/catalysts: C(C)(=O)[O-].[Cu+2].C(C)(=O)[O-] (copper acetate). Solvent: C(Cl)Cl (CH2Cl2). Run at time 24 hour. The product is BrC=1C(N(C(N(N1)C1=C(C=CC=C1)C)=O)C)=O (6-bromo-4-methyl-2-o-tolyl-2H-[1,2,4]triazine-3,5-dione). Yield: 75.0%. RXN SMILES: [Br:1][C:2]1[C:3](=[O:10])[N:4]([CH3:9])[C:5](=[O:8])[NH:6][N:7]=1.N1C=CC=CC=1.[C:17]1([CH3:26])[CH:22]=[CH:21][CH:20]=[CH:19][C:18]=1B(O)O>C(Cl)Cl.C([O-])(=O)C.[Cu+2].C([O-])(=O)C>[Br:1][C:2]1[C:3](=[O:10])[N:4]([CH3:9])[C:5](=[O:8])[N:6]([C:18]2[CH:19]=[CH:20][CH:21]=[CH:22][C:17]=2[CH3:26])[N:7]=1 |f:4.5.6|. Procedure: 0.5 g (2.43 mmol) of intermediate 2a are placed in the presence of 0.4 mL (4.85 mmol) of pyridine, 0.66 g (4.85 mmol) of o-tolyl boronic acid, 0.66 g (3.64 mmol) of copper acetate in 50 mL of CH2Cl2. The reaction medium is stirred for 24 h at room temperature and then filtered on celite. The filtrate is washed with water, and then with 0.01N hydrochloric acid. After drying on MgSO4, the organic phase is dry concentrated. After washing the obtained residue with diethyl ether, 0.54 g of a white so... Reactants: [O-]Cl=O.[Na+] (NaClO2), NaH2PO4.H2O, ClC=1N=C(N(C1C=O)COCC[Si](C)(C)C)S(=O)(=O)N(C)C (4-chloro-5-formyl-N,N-dimethyl-1-({[2-(trimethylsilyl)ethyl]oxy}methyl)-1H-imidazole-2-sulfonamide), CC(C)=CC (2-methyl-2-butene), solution. Solvent: O (H2O), C1CCOC1 (THF), C1CCOC1 (THF), CC(C)(C)O (t-BuOH). Conditions: time 1 hour. Product: ClC=1N=C(N(C1C(=O)O)COCC[Si](C)(C)C)S(=O)(=O)N(C)C (4-chloro-2-[(dimethylamino)sulfonyl]-1-({[2-(trimethylsilyl)ethyl]oxy}methyl)-1H-imidazole-5-carboxylic acid). Reaction SMILES: [O-:1]Cl=O.[Na+].[Cl:5][C:6]1[N:7]=[C:8]([S:21]([N:24]([CH3:26])[CH3:25])(=[O:23])=[O:22])[N:9]([CH2:13][O:14][CH2:15][CH2:16][Si:17]([CH3:20])([CH3:19])[CH3:18])[C:10]=1[CH:11]=[O:12].CC(=CC)C>O.C1COCC1.CC(O)(C)C>[Cl:5][C:6]1[N:7]=[C:8]([S:21]([N:24]([CH3:26])[CH3:25])(=[O:23])=[O:22])[N:9]([CH2:13][O:14][CH2:15][CH2:16][Si:17]([CH3:20])([CH3:18])[CH3:19])[C:10]=1[C:11]([OH:1])=[O:12] |f:0.1|. Procedure details: A solution of NaClO2 (0.21 g, 2.31 mmol) and NaH2PO4.H2O (0.19 g, 1.39 mmol) in H2O (0.5 mL) was added to a solution of 4-chloro-5-formyl-N,N-dimethyl-1-({[2-(trimethylsilyl)ethyl]oxy}methyl)-1H-imidazole-2-sulfonamide (0.085 g, 0.23 mmol) and 2-methyl-2-butene (1.39 mL of a 2M solution in THF, 2.77 mmol) in THF (0.70 mL) and t-BuOH (0.16 mL). The reaction mixture was stirred at RT for 1 h and extracted with EtOAc. The organic layer was dried (Na2SO4), filtered and dried to provide 4-chloro-2-[(... Starting materials: CC(CN)COC1=CC(=CC=C1)CN1CCCCC1 (2-methyl-3-[3-(1-piperidinylmethyl) phenoxy]-1-propanamine), BrC1=NN=C(S1)N (5-bromo-1,3,4-thiadiazole-2-amine). The product is CC(CNC=1SC(=NN1)N)COC1=CC(=CC=C1)CN1CCCCC1 ((±)-N-[2-methyl-3[3-(1-piperidinylmethyl)phenoxy]propyl]-1,3,4-thiadiazole-2,5-diamine). Reaction SMILES: [CH3:1][CH:2]([CH2:5][O:6][C:7]1[CH:12]=[CH:11][CH:10]=[C:9]([CH2:13][N:14]2[CH2:19][CH2:18][CH2:17][CH2:16][CH2:15]2)[CH:8]=1)[CH2:3][NH2:4].Br[C:21]1[S:25][C:24]([NH2:26])=[N:23][N:22]=1>>[CH3:1][CH:2]([CH2:5][O:6][C:7]1[CH:12]=[CH:11][CH:10]=[C:9]([CH2:13][N:14]2[CH2:19][CH2:18][CH2:17][CH2:16][CH2:15]2)[CH:8]=1)[CH2:3][NH:4][C:21]1[S:25][C:24]([NH2:26])=[N:23][N:22]=1. Procedure: The compound is prepared by a method analogous to Example 51 from 2-methyl-3-[3-(1-piperidinylmethyl) phenoxy]-1-propanamine and 5-bromo-1,3,4-thiadiazole-2-amine. Starting materials: CSC=1S\C(\C(N1)=O)=C/C=1C=C2C=CC=NC2=CC1 (2-methylsulfanyl-5-[1-quinolin-6-yl-meth-(Z)-ylidene]-thiazol-4-one), COC=1C=C(C=CC1)[C@H](C)N (1-(S)-(3-methoxy-phenyl)-ethylamine), CCN(C(C)C)C(C)C (DIEA). Yields the product COC=1C=C(C=CC1)[C@H](C)NC=1S\C(\C(N1)=O)=C/C=1C=C2C=CC=NC2=CC1 (2-[(S)-1-(3-methoxy-phenyl)-ethylamino]-5-[1-quinolin-6-yl-meth-(Z)-ylidene]-thiazol-4-one). Reaction SMILES: CS[C:3]1[S:4]/[C:5](=[CH:9]\[C:10]2[CH:11]=[C:12]3[C:17](=[CH:18][CH:19]=2)[N:16]=[CH:15][CH:14]=[CH:13]3)/[C:6](=[O:8])[N:7]=1.[CH3:20][O:21][C:22]1[CH:23]=[C:24]([C@@H:28]([NH2:30])[CH3:29])[CH:25]=[CH:26][CH:27]=1.CCN(C(C)C)C(C)C>>[CH3:20][O:21][C:22]1[CH:23]=[C:24]([C@@H:28]([NH:30][C:3]2[S:4]/[C:5](=[CH:9]\[C:10]3[CH:11]=[C:12]4[C:17](=[CH:18][CH:19]=3)[N:16]=[CH:15][CH:14]=[CH:13]4)/[C:6](=[O:8])[N:7]=2)[CH3:29])[CH:25]=[CH:26][CH:27]=1. Reported procedure: Similar procedure as described in example 1b was used, starting from 2-methylsulfanyl-5-[1-quinolin-6-yl-meth-(Z)-ylidene]-thiazol-4-one, 1-(S)-(3-methoxy-phenyl)-ethylamine and DIEA to give 2-[(S)-1-(3-methoxy-phenyl)-ethylamino]-5-[1-quinolin-6-yl-meth-(Z)-ylidene]-thiazol-4-one. LC-MS m/e 390 (MH+). The reactants are Cl (hydrochloric acid), COC=1C=C(C=C(C1OC)OC)CC#N ((3,4,5-trimethoxy)phenylacetonitrile), [OH-].[Na+] (sodium hydroxide), COC=1C=C(C=C(C1OC)OC)CC#N (3,4,5-trimethoxyphenyl acetonitrile), CO.O (methanol water). Yields the product COC=1C=C(C=C(C1OC)OC)CC(=O)O ((3,4,5-trimethoxy)phenylacetic acid). Reaction SMILES: [CH3:1][O:2][C:3]1[CH:4]=[C:5]([CH2:13][C:14]#N)[CH:6]=[C:7]([O:11][CH3:12])[C:8]=1[O:9][CH3:10].[OH-:16].[Na+].Cl.C[OH:20].O>>[CH3:1][O:2][C:3]1[CH:4]=[C:5]([CH2:13][C:14]([OH:20])=[O:16])[CH:6]=[C:7]([O:11][CH3:12])[C:8]=1[O:9][CH3:10] |f:1.2,4.5|. Procedure: 3,4,5-trimethoxyphenyl acetonitrile 5.5 g was dissolved into 50 ml of methanol/water (9:1). To this 1 .5 g of sodium hydroxide was added and they were then stirred and refluxed for 5.5 hours. The temperature of the reactive liquid was lowered down to room temperature and neutralized with 2N hydrochloric acid, and the methanol was distilled off under reduced pressure. Extraction was performed thrice by means of 100 ml of chloroform. After distilling off the solvent under reduced pressure, 5.8 g o... Reactants: FC1=C(C(O)C2=CC=C(C=C2)SC2=CC=C(S2)C2(CCOCC2)OC)C(=C(C(=C1F)F)F)F (4-[5-(4-(2,3,4,5,6-pentafluoro-alpha-hydroxybenzyl)phenylthio)thien-2-yl]-4-methoxytetrahydropyran), [Cr](=O)(=O)([O-])Cl.[NH+]1=CC=CC=C1 (pyridinium chlorochromate). Yields the product FC1=C(C(=O)C2=CC=C(C=C2)SC2=CC=C(S2)C2(CCOCC2)OC)C(=C(C(=C1F)F)F)F (4-[5-(4-(2,3,4,5,6-pentafluorobenzoyl)phenylthio)thien-2-yl]-4-methoxytetrahydropyran). Yield: 75.0%. As a reaction SMILES: [F:1][C:2]1[C:29]([F:30])=[C:28]([F:31])[C:27]([F:32])=[C:26]([F:33])[C:3]=1[CH:4]([C:6]1[CH:11]=[CH:10][C:9]([S:12][C:13]2[S:17][C:16]([C:18]3([O:24][CH3:25])[CH2:23][CH2:22][O:21][CH2:20][CH2:19]3)=[CH:15][CH:14]=2)=[CH:8][CH:7]=1)[OH:5].[Cr](Cl)([O-])(=O)=O.[NH+]1C=CC=CC=1>>[F:33][C:26]1[C:27]([F:32])=[C:28]([F:31])[C:29]([F:30])=[C:2]([F:1])[C:3]=1[C:4]([C:6]1[CH:11]=[CH:10][C:9]([S:12][C:13]2[S:17][C:16]([C:18]3([O:24][CH3:25])[CH2:23][CH2:22][O:21][CH2:20][CH2:19]3)=[CH:15][CH:14]=2)=[CH:8][CH:7]=1)=[O:5] |f:1.2|. Procedure details: Using the procedure described in Example 18, 4-[5-(4-(2,3,4,5,6-pentafluoro-alpha-hydroxybenzyl)phenylthio)thien-2-yl]-4-methoxytetrahydropyran was reacted with pyridinium chlorochromate to give 4-[5-(4-(2,3,4,5,6-pentafluorobenzoyl)phenylthio)thien-2-yl]-4-methoxytetrahydropyran in 75% yield, m.p. 93°-94° C. RXN SMILES: [CH3:1][P:2](=[O:7])([O:5][CH3:6])[O:3][CH3:4].C([Li])CCC.[C:13]([O:17][C:18]([NH:20][C@@H:21]([CH2:26][CH:27]=[CH2:28])[C:22](OC)=[O:23])=[O:19])([CH3:16])([CH3:15])[CH3:14]>C1COCC1>[CH3:4][O:3][P:2]([CH2:1][C:22](=[O:23])[C@@H:21]([NH:20][C:18](=[O:19])[O:17][C:13]([CH3:15])([CH3:14])[CH3:16])[CH2:26][CH:27]=[CH2:28])([O:5][CH3:6])=[O:7]. Conditions: time 30 minute. Reactants: CP(OC)(OC)=O (dimethyl methylphosphonate), C(CCC)[Li] (n-butyllithium), C(C)(C)(C)OC(=O)N[C@H](C(=O)OC)CC=C ((S)-methyl 2-(tert-butoxycarbonylamino)pent-4-enoate). Run in C1CCOC1 (THF), C1CCOC1 (THF). The product is COP(=O)(OC)CC([C@H](CC=C)NC(OC(C)(C)C)=O)=O ((S)-tert-Butyl 1-(dimethoxyphosphoryl)-2-oxohex-5-en-3-ylcarbamate). Isolated yield 97.5%. Procedure: To a solution of dimethyl methylphosphonate (15.85 mL, 148 mmol) in THF (99 mL) at −78° C. was added n-butyllithium (93 mL, 148 mmol) slowly. After addition was completed, the reaction mixture was stirred for 30 min and then a solution of (S)-methyl 2-(tert-butoxycarbonylamino)pent-4-enoate (6.8 g, 29.7 mmol) in THF (15 mL) was added slowly. Stirring was continued for another 40 min at −78° C. The reaction was then quenched by adding water and diluted with EtOAc. The organic layer was washed wit... Procedure details: A solution of 5-chloro-1,3-dimethyl-1H-pyrazole-4-carboxaldehyde (200 mg, 1.26 mmol), sodium carbonate (282 mg, 2.66 mmol), 6-(4,4,5,5-tetramethyl-1,3,2-dioxaborolan-2-yl)chroman (426 mg, 1.64 mmol) and palladium tetrakis(triphenylphosphine) (73 mg, 0.063 mmol) in a mixture of dimethoxyethane (4 mL) and water (1.35 mL) was heated at 85° C. for 24 hours. After cooling to room temperature, the mixture was poured into water (10 mL). The aqueous layer was extracted with ethyl acetate (2×10 mL). The ... Product: O1CCCC2=C1C=CC(=C2)C2=C(C(=NN2C)C)C=O (5-(3,4-dihydro-2H-1-benzopyran-6-yl)-1,3-dimethyl-1H-pyrazole-4-carbaldehyde). Isolated yield 34.1%. Run at temperature 85 celsius. The solvent is O (water), C(OC)COC (dimethoxyethane), O (water). The reactants are ClC1=C(C(=NN1C)C)C=O (5-chloro-1,3-dimethyl-1H-pyrazole-4-carboxaldehyde), C([O-])([O-])=O.[Na+].[Na+] (sodium carbonate), CC1(OB(OC1(C)C)C=1C=C2CCCOC2=CC1)C (6-(4,4,5,5-tetramethyl-1,3,2-dioxaborolan-2-yl)chroman). Reaction SMILES: Cl[C:2]1[N:6]([CH3:7])[N:5]=[C:4]([CH3:8])[C:3]=1[CH:9]=[O:10].C(=O)([O-])[O-].[Na+].[Na+].CC1(C)C(C)(C)OB([C:25]2[CH:26]=[C:27]3[C:32](=[CH:33][CH:34]=2)[O:31][CH2:30][CH2:29][CH2:28]3)O1>C(COC)OC.O.C1(P(C2C=CC=CC=2)C2C=CC=CC=2)C=CC=CC=1.C1(P(C2C=CC=CC=2)C2C=CC=CC=2)C=CC=CC=1.C1(P(C2C=CC=CC=2)C2C=CC=CC=2)C=CC=CC=1.C1(P(C2C=CC=CC=2)C2C=CC=CC=2)C=CC=CC=1.[Pd]>[O:31]1[C:32]2[CH:33]=[CH:34][C:25]([C:2]3[N:6]([CH3:7])[N:5]=[C:4]([CH3:8])[C:3]=3[CH:9]=[O:10])=[CH:26][C:27]=2[CH2:28][CH2:29][CH2:30]1 |f:1.2.3,7.8.9.10.11|. Reagents/catalysts: C1(=CC=CC=C1)P(C1=CC=CC=C1)C1=CC=CC=C1.C1(=CC=CC=C1)P(C1=CC=CC=C1)C1=CC=CC=C1.C1(=CC=CC=C1)P(C1=CC=CC=C1)C1=CC=CC=C1.C1(=CC=CC=C1)P(C1=CC=CC=C1)C1=CC=CC=C1.[Pd] (palladium tetrakis(triphenylphosphine)). As a reaction SMILES: [CH2:43]1[O:44][CH2:45][CH2:46][CH2:47]1.[CH3:2][Si:3]([N-:4][Si:5]([CH3:6])([CH3:7])[CH3:8])([CH3:9])[CH3:10].[CH3:48][CH2:49][O:50][C:51]([CH3:52])=[O:53].[Cl:26][c:27]1[c:28]2[c:29]([n:30][cH:31][n:32]1)[n:33](-[c:36]1[c:37]([Cl:42])[cH:38][cH:39][cH:40][cH:41]1)[n:34][cH:35]2.[Li+:1].[OH:11][CH:12]([C:13](=[O:14])[NH:15][c:16]1[n:17][cH:18][c:19]([CH3:22])[cH:20][cH:21]1)[CH:23]([CH3:24])[CH3:25]>>[O:11]([CH:12]([C:13](=[O:14])[NH:15][c:16]1[n:17][cH:18][c:19]([CH3:22])[cH:20][cH:21]1)[CH:23]([CH3:24])[CH3:25])[c:27]1[c:28]2[c:29]([n:30][cH:31][n:32]1)[n:33](-[c:36]1[c:37]([Cl:42])[cH:38][cH:39][cH:40][cH:41]1)[n:34][cH:35]2. The reactants are C1CCOC1, C[Si](C)(C)[N-][Si](C)(C)C, CCOC(C)=O, Clc1ccccc1-n1ncc2c(Cl)ncnc21, [Li+], Cc1ccc(NC(=O)C(O)C(C)C)nc1. Product: Cc1ccc(NC(=O)C(Oc2ncnc3c2cnn3-c2ccccc2Cl)C(C)C)nc1.